Dataset: the Open Reaction Database (ORD), a public repository of structured organic reaction records. Task: describe an organic reaction: reactants, conditions, products, and yield Reactants: N,N′-Carbonyldiimidazole, COC1=CC(=C(C(=C1)C)S(=O)(=O)N(C)CCOCC(=O)O)C (2-(2-(4-methoxy-N,2,6-trimethylphenylsulfonamido)ethoxy)acetic acid), C([O-])(O)=O.[Na+] (sodium bicarbonate), N1=CC(=CC=C1)C1(CCNCC1)O (4-(pyridin-3-yl)piperidin-4-ol), OC1(CCN(CC1)C(COCCN(S(=O)(=O)C1=C(C=C(C=C1C)OC)C)C)=O)C=1C=NC=CC1 (N-(2-(2-(4-Hydroxy-4-(pyridin-3-yl)piperidin-1-yl)-2-oxoethoxy)ethyl)-4-methoxy-N,2,6-trimethylphenylsulfonamide), Cl[Si](C)(C)C (chlorotrimethylsilane). Run in C(Cl)Cl (methylene chloride), C(Cl)Cl (methylene chloride), C(C)OCC.C(C)C(=O)C (diethyl ether methyl ethyl ketone). Conditions: time 1 hour. The product is Cl.OC1(CCN(CC1)C(COCCN(S(=O)(=O)C1=C(C=C(C=C1C)OC)C)C)=O)C=1C=NC=CC1 (N-(2-(2-(4-Hydroxy-4-(pyridin-3-yl)piperidin-1-yl)-2-oxoethoxy)ethyl)-4-methoxy-N,2,6-trimethylphenylsulfonamide hydrochloride). Reaction SMILES: COC1C=C(C)C(S(N(CCOCC(O)=O)C)(=O)=O)=C(C)C=1.N1C=CC=C(C2(O)CCNCC2)C=1.C(=O)(O)[O-].[Na+].[OH:41][C:42]1([C:69]2[CH:70]=[N:71][CH:72]=[CH:73][CH:74]=2)[CH2:47][CH2:46][N:45]([C:48](=[O:68])[CH2:49][O:50][CH2:51][CH2:52][N:53]([CH3:67])[S:54]([C:57]2[C:62]([CH3:63])=[CH:61][C:60]([O:64][CH3:65])=[CH:59][C:58]=2[CH3:66])(=[O:56])=[O:55])[CH2:44][CH2:43]1.[Cl:75][Si](C)(C)C>C(Cl)Cl.C(OCC)C.C(C(C)=O)C>[ClH:75].[OH:41][C:42]1([C:69]2[CH:70]=[N:71][CH:72]=[CH:73][CH:74]=2)[CH2:43][CH2:44][N:45]([C:48](=[O:68])[CH2:49][O:50][CH2:51][CH2:52][N:53]([CH3:67])[S:54]([C:57]2[C:58]([CH3:66])=[CH:59][C:60]([O:64][CH3:65])=[CH:61][C:62]=2[CH3:63])(=[O:55])=[O:56])[CH2:46][CH2:47]1 |f:2.3,7.8,9.10|. Procedure: N,N′-Carbonyldiimidazole (77 mg, 0.475 mmol) was added to a solution of 2-(2-(4-methoxy-N,2,6-trimethylphenylsulfonamido)ethoxy)acetic acid (acid unit S2) (150 mg, 0.453 mmol) in methylene chloride (5 ml) and the mixture was stirred for 1 h at room temperature. A solution of 4-(pyridin-3-yl)piperidin-4-ol (A2) (80 mg, 0.453 mmol) in methylene chloride (2 ml) was subsequently added and the reaction mixture was stirred for 15 h at room temperature. Thereafter, saturated sodium bicarbonate solution...